From a dataset of the Open Reaction Database (ORD), a public repository of structured organic reaction records. describe an organic reaction: reactants, conditions, products, and yield Starting materials: FC1(C(C1)CO)F ((2,2-difluorocyclopropyl)methanol), FC1=NC=CC=C1[N+](=O)[O-] (2-fluoro-3-nitro-pyridine). Product: FC1(C(C1)COC1=NC=CC=C1[N+](=O)[O-])F (2-((2,2-Difluorocyclopropyl)methoxy)-3-nitropyridine). Reaction SMILES: [F:1][C:2]1([F:7])[CH2:4][CH:3]1[CH2:5][OH:6].F[C:9]1[C:14]([N+:15]([O-:17])=[O:16])=[CH:13][CH:12]=[CH:11][N:10]=1>>[F:1][C:2]1([F:7])[CH2:4][CH:3]1[CH2:5][O:6][C:9]1[C:14]([N+:15]([O-:17])=[O:16])=[CH:13][CH:12]=[CH:11][N:10]=1. Reported procedure: Prepared analogously to example XII.1 using (2,2-difluorocyclopropyl)methanol and 2-fluoro-3-nitro-pyridine